Dataset: the Open Reaction Database (ORD), a public repository of structured organic reaction records. Task: describe an organic reaction: reactants, conditions, products, and yield Starting materials: C1(=CC=CC=C1)P(C1=CC=CC=C1)C1=CC=CC=C1 (triphenylphosphine), poly-Hunig base, [N+](=O)([O-])C1=CC=C(COC(C(Cl)N2C([C@@H]([C@H]2SC(C)=O)OC(COC2=CC=CC=C2)=O)=O)=O)C=C1 (2-[(3S,4R)-4-acetylthio-3-phenoxyacetoxy-2-oxoazetidin-1-yl]-2-chloroacetic acid p-nitrobenzyl ester). Run in O1CCOCC1 (dioxan). Conditions: time 8 hour. Product: [N+](=O)([O-])C1=CC=C(COC(C(=P(C2=CC=CC=C2)(C2=CC=CC=C2)C2=CC=CC=C2)N2C([C@@H]([C@H]2SC(C)=O)OC(COC2=CC=CC=C2)=O)=O)=O)C=C1 (2-[(3S,4R)-4-acetylthio-3-phenoxyacetoxy -2-oxoazetidin-1-yl]-2-triphenylphosphoranylideneacetic acid p-nitrobenzyl ester). RXN SMILES: [C:1]1([P:7]([C:14]2[CH:19]=[CH:18][CH:17]=[CH:16][CH:15]=2)[C:8]2[CH:13]=[CH:12][CH:11]=[CH:10][CH:9]=2)[CH:6]=[CH:5][CH:4]=[CH:3][CH:2]=1.[N+:20]([C:23]1[CH:54]=[CH:53][C:26]([CH2:27][O:28][C:29](=[O:52])[CH:30]([N:32]2[C@H:35]([S:36][C:37](=[O:39])[CH3:38])[C@@H:34]([O:40][C:41](=[O:50])[CH2:42][O:43][C:44]3[CH:49]=[CH:48][CH:47]=[CH:46][CH:45]=3)[C:33]2=[O:51])Cl)=[CH:25][CH:24]=1)([O-:22])=[O:21]>O1CCOCC1>[N+:20]([C:23]1[CH:24]=[CH:25][C:26]([CH2:27][O:28][C:29](=[O:52])[C:30]([N:32]2[C@H:35]([S:36][C:37](=[O:39])[CH3:38])[C@@H:34]([O:40][C:41](=[O:50])[CH2:42][O:43][C:44]3[CH:45]=[CH:46][CH:47]=[CH:48][CH:49]=3)[C:33]2=[O:51])=[P:7]([C:1]2[CH:2]=[CH:3][CH:4]=[CH:5][CH:6]=2)([C:8]2[CH:13]=[CH:12][CH:11]=[CH:10][CH:9]=2)[C:14]2[CH:15]=[CH:16][CH:17]=[CH:18][CH:19]=2)=[CH:53][CH:54]=1)([O-:22])=[O:21]. Procedure: 786 mg of triphenylphosphine and 3 g of poly-Hunig base are added to a solution of 960 mg of 2-[(3S,4R)-4-acetylthio-3-phenoxyacetoxy-2-oxoazetidin-1-yl]-2-chloroacetic acid p-nitrobenzyl ester in 40 ml of dioxan and the mixture is stirred overnight at 50° under nitrogen. The poly-Hunig base is removed by filtration and the filtrate is concentrated by evaporation in vacuo. The residue is chromatographed over silica gel with toluene/ethyl acetate (9:1, 4:1 and 1:1) and yields the title compound. ...